This data is from the Open Reaction Database (ORD), a public repository of structured organic reaction records. The task is: describe an organic reaction: reactants, conditions, products, and yield Reactants: O=C([O-])O, CCOC(Cc1ccc(OCCN2c3ccccc3Oc3ccccc32)cc1)C(=O)NC(CO)c1ccccc1, [Na+], C1COCCO1, O, O=S(=O)(O)O. Product: CCOC(Cc1ccc(OCCN2c3ccccc3Oc3ccccc32)cc1)C(=O)O. Reaction SMILES: [C:41]([OH:42])(=[O:43])[O-:44].[CH2:1]([CH3:2])[O:3][CH:4]([C:5](=[O:6])[NH:7][CH:8]([c:9]1[cH:10][cH:11][cH:12][cH:13][cH:14]1)[CH2:15][OH:16])[CH2:17][c:18]1[cH:19][cH:20][c:21]([O:24][CH2:25][CH2:26][N:27]2[c:28]3[cH:29][cH:30][cH:31][cH:32][c:33]3[O:34][c:35]3[cH:36][cH:37][cH:38][cH:39][c:40]32)[cH:22][cH:23]1.[Na+:45].[O:52]1[CH2:53][CH2:54][O:55][CH2:56][CH2:57]1.[OH2:51].[S:46](=[O:47])(=[O:48])([OH:49])[OH:50]>>[CH2:1]([CH3:2])[O:3][CH:4]([C:5]([OH:6])=[O:42])[CH2:17][c:18]1[cH:19][cH:20][c:21]([O:24][CH2:25][CH2:26][N:27]2[c:28]3[cH:29][cH:30][cH:31][cH:32][c:33]3[O:34][c:35]3[cH:36][cH:37][cH:38][cH:39][c:40]32)[cH:22][cH:23]1. Reactants: Cc1nn(-c2ccccc2)nc1CC#N, Cc1nc(C)c(C(=O)n2cccn2)s1, CC(C)(C)[O-], Cl, [K+], C1CCOC1. Yields the product Cc1nc(C)c(C(O)=C(C#N)c2nn(-c3ccccc3)nc2C)s1. RXN SMILES: [C:1](#[N:2])[CH2:3][c:4]1[n:5][n:6](-[c:10]2[cH:11][cH:12][cH:13][cH:14][cH:15]2)[n:7][c:8]1[CH3:9].[CH3:16][c:17]1[s:18][c:19]([C:23](=[O:24])[n:25]2[cH:26][cH:27][cH:28][n:29]2)[c:20]([CH3:22])[n:21]1.[CH3:30][C:31]([CH3:32])([O-:33])[CH3:34].[ClH:36].[K+:35].[O:37]1[CH2:38][CH2:39][CH2:40][CH2:41]1>>[C:1](#[N:2])[C:3]([c:4]1[n:5][n:6](-[c:10]2[cH:11][cH:12][cH:13][cH:14][cH:15]2)[n:7][c:8]1[CH3:9])=[C:23]([c:19]1[s:18][c:17]([CH3:16])[n:21][c:20]1[CH3:22])[OH:24]. The reactants are Grignard reagent, [Mg] (magnesium), C(C)(C)Br (isopropyl bromide), O1CCCC1 (tetrahydrofuran), FC(C1=CC=C(C=O)C=C1)(F)F (4-(trifluoromethyl)benzaldehyde), O1CCCC1 (tetrahydrofuran), [NH4+].[Cl-] (NH4Cl). Run at time 30 minute. The product is oily product, FC(C1(CC=CC=C1)C(C(C)C)O)(F)F (1-(trifluoromethyl)phenyl-2-methylpropane-1-ol). Yield: 36.8%. As a reaction SMILES: [Mg].[CH:2](Br)(C)C.[F:6][C:7]([F:17])([F:16])[C:8]1[CH:15]=[CH:14][C:11](C=O)=[CH:10][CH:9]=1.[NH4+].[Cl-].[O:20]1[CH2:24][CH2:23][CH2:22]C1>>[F:17][C:7]([F:6])([F:16])[C:8]1([CH:24]([OH:20])[CH:23]([CH3:2])[CH3:22])[CH:9]=[CH:10][CH:11]=[CH:14][CH2:15]1 |f:3.4|. Reported procedure: To a tetrahydrofuran solution of Grignard reagent prepared from 5.35 g of magnesium and 24.6 g of isopropyl bromide was added under ice-cooling 17.4 g of 4-(trifluoromethyl)benzaldehyde dissolved in tetrahydrofuran, and the mixture was stirred for 30 minutes. The resultant reaction mixture was treated with a saturated NH4Cl aqueous solution and extracted with ether. The organic layer was washed with water and dried over anhydrous magnesium sulfate. After evaporation of the solvent, the residue w... Run in C1(=CC=CC=C1)C (toluene). Reactants: chlorohydrin, [OH-].[Na+] (Sodium hydroxide), C1(CCCCC1)(CO)CO (cyclohexane dimethanol), C(Cl)C1CO1 (Epichlorohydrin), Cl (hydrochloric acid). Reaction SMILES: [C:1]1([CH2:9][OH:10])([CH2:7][OH:8])[CH2:6][CH2:5][CH2:4][CH2:3][CH2:2]1.[CH2:11]([CH:13]1[O:15][CH2:14]1)Cl.[OH-].[Na+].Cl>C1(C)C=CC=CC=1>[CH2:11]([O:10][CH2:9][CH:1]1[O:8][CH2:7]1)[CH:13]1[O:15][CH2:14]1.[C:1]1([CH2:9][OH:10])([CH2:7][OH:8])[CH2:6][CH2:5][CH2:4][CH2:3][CH2:2]1 |f:2.3|. Reported procedure: In a three-liter three-neck glass reaction flask, equipped with a thermometer, stirrer, condenser and dropping funnel were placed cyclohexane dimethanol, toluene and the catalyst. Epichlorohydrin was then added gradually through the dropping funnel to the mixture at such a rate that the temperature varied from 70° to 90° C., with external cooling being applied to the flask. Sodium hydroxide was then added which dehydrohalogenated the chlorohydrin intermediate and neutralized the formed hydrochlo... The product is C(C1CO1)OCC1CO1 (diglycidyl ether), C1(CCCCC1)(CO)CO (cyclohexane dimethanol). The reactants are solution, C(C(=O)Cl)(=O)Cl (oxalylchloride), N1=C(C=CC=C1C)C (2,6-lutidine), ClC=1C=C(C=CC1S(=O)(=O)C)[C@H](C(=O)NC1=NN(C=C1)C)CC1CCCC1 (3-[2(R)-(3-chloro-4-methanesulfonyl-phenyl)-3-cyclopentyl-propionylamino]-1-methyl-pyrazole), NC1=NN(C=C1)CC(=O)N (2-(3-amino-pyrazol-1-yl)-acetamide). Run in C(Cl)Cl (methylene chloride), C(Cl)Cl (methylene chloride). Conditions: temperature 25 celsius, time 1 hour. Product: C(N)(=O)CN1N=C(C=C1)NC([C@H](CC1CCCC1)C1=CC(=C(C=C1)S(=O)(=O)C)Cl)=O (N-(1-Carbamoylmethyl-1H-pyrazol-3-yl)-2(R)-(3-chloro-4-methanesulfonyl-phenyl)-3-cyclopentyl-propionamide). Yield: 28.0%. As a reaction SMILES: [Cl:1][C:2]1[CH:3]=[C:4]([C@@H:12]([CH2:22][CH:23]2[CH2:27][CH2:26][CH2:25][CH2:24]2)[C:13]([NH:15][C:16]2[CH:20]=[CH:19][N:18]([CH3:21])[N:17]=2)=[O:14])[CH:5]=[CH:6][C:7]=1[S:8]([CH3:11])(=[O:10])=[O:9].C(Cl)(=O)C(Cl)=O.N1C(C)=CC=CC=1C.NC1C=CN(C[C:49]([NH2:51])=[O:50])N=1>C(Cl)Cl>[C:49]([CH2:21][N:18]1[CH:19]=[CH:20][C:16]([NH:15][C:13](=[O:14])[C@@H:12]([C:4]2[CH:5]=[CH:6][C:7]([S:8]([CH3:11])(=[O:10])=[O:9])=[C:2]([Cl:1])[CH:3]=2)[CH2:22][CH:23]2[CH2:24][CH2:25][CH2:26][CH2:27]2)=[N:17]1)(=[O:50])[NH2:51]. Procedure details: To a solution containing 2(R)-(3-chloro-4-methanesulfonyl-phenyl)-3-cyclopentyl-propionic acid (prepared as in PCT WO 2004/052869 A1, Example 1, 100 mg, 0.30 mmol) in methylene chloride (20 mL), was then added a 2.0 M solution of oxalylchloride in methylene chloride (166 μL, 0.33 mmol) at 0° C. and allowed to stir at 25° C. for 1 h, after which time 2,6-lutidine (46 μL, 0.39 mmol) was added to the solution at 0° C. After 1 h, the crude 2-(3-amino-pyrazol-1-yl)-acetamide (0.30 mmol based on theor... Reaction SMILES: [C:1]([CH3:2])([CH3:3])([CH3:4])[Si:5]([O:6][CH2:7][CH:8]([CH2:9][CH3:10])[N:11]1[C:12](=[O:31])[CH2:13][CH2:14][CH:15]([c:24]2[cH:25][c:26]([Cl:30])[cH:27][cH:28][cH:29]2)[CH:16]1[c:17]1[cH:18][cH:19][c:20]([Cl:23])[cH:21][cH:22]1)([c:32]1[cH:33][cH:34][cH:35][cH:36][cH:37]1)[c:38]1[cH:39][cH:40][cH:41][cH:42][cH:43]1.[CH2:55]1[O:56][CH2:57][CH2:58][CH2:59]1.[CH:44]([CH3:45])([N-:46][CH:47]([CH3:48])[CH3:49])[CH3:50].[I:52][CH2:53][CH3:54].[Li+:51]>>[C:1]([CH3:2])([CH3:3])([CH3:4])[Si:5]([O:6][CH2:7][CH:8]([CH2:9][CH3:10])[N:11]1[C:12](=[O:31])[CH:13]([CH2:44][CH3:45])[CH2:14][CH:15]([c:24]2[cH:25][c:26]([Cl:30])[cH:27][cH:28][cH:29]2)[CH:16]1[c:17]1[cH:18][cH:19][c:20]([Cl:23])[cH:21][cH:22]1)([c:32]1[cH:33][cH:34][cH:35][cH:36][cH:37]1)[c:38]1[cH:39][cH:40][cH:41][cH:42][cH:43]1. Reactants: CCC(CO[Si](c1ccccc1)(c1ccccc1)C(C)(C)C)N1C(=O)CCC(c2cccc(Cl)c2)C1c1ccc(Cl)cc1, C1CCOC1, CC(C)[N-]C(C)C, CCI, [Li+]. The product is CCC1CC(c2cccc(Cl)c2)C(c2ccc(Cl)cc2)N(C(CC)CO[Si](c2ccccc2)(c2ccccc2)C(C)(C)C)C1=O.